Dataset: the Open Reaction Database (ORD), a public repository of structured organic reaction records. Task: describe an organic reaction: reactants, conditions, products, and yield The reactants are [Br-], COc1ccc2c(c1)C1CN(Cc3ccccc3)CC1C2=O, CC(C)(C)[O-], C[P+](c1ccccc1)(c1ccccc1)c1ccccc1, [K+]. Yields the product C=C1c2ccc(OC)cc2C2CN(Cc3ccccc3)CC12. RXN SMILES: [Br-:29].[CH2:7]([c:8]1[cH:9][cH:10][cH:11][cH:12][cH:13]1)[N:14]1[CH2:15][CH:16]2[CH:17]([c:18]3[cH:19][c:20]([O:26][CH3:27])[cH:21][cH:22][c:23]3[C:24]2=[O:25])[CH2:28]1.[CH3:1][C:2]([CH3:3])([O-:4])[CH3:5].[CH3:30][P+:31]([c:32]1[cH:33][cH:34][cH:35][cH:36][cH:37]1)([c:38]1[cH:39][cH:40][cH:41][cH:42][cH:43]1)[c:44]1[cH:45][cH:46][cH:47][cH:48][cH:49]1.[K+:6]>>[CH2:1]=[C:24]1[CH:16]2[CH2:15][N:14]([CH2:7][c:8]3[cH:9][cH:10][cH:11][cH:12][cH:13]3)[CH2:28][CH:17]2[c:18]2[cH:19][c:20]([O:26][CH3:27])[cH:21][cH:22][c:23]21. Starting materials: CC(C)(C)[Mg+], O=C(Cl)C1CCC1, [Cl-], [Cl-], Cl. The product is CC(C)(C)C(=O)C1CCC1. As a reaction SMILES: [C:10]([CH3:11])([CH3:12])([CH3:13])[Mg+:14].[CH:1]1([C:5](=[O:6])[Cl:7])[CH2:2][CH2:3][CH2:4]1.[Cl-:8].[Cl-:9].[ClH:15]>>[CH:1]1([C:5](=[O:6])[C:10]([CH3:11])([CH3:12])[CH3:13])[CH2:2][CH2:3][CH2:4]1. Starting materials: BrCC#N (bromoacetonitrile), [O-2].[Al+3].[O-2].[O-2].[Al+3] (aluminum oxide), C(C)OC(C(CC=C(C)C)(C)C(C)=O)=O (2-acetyl-2,5-dimethyl-hex-4-enoic acid ethyl ester), solution, C[Si](C)(C)[N-][Si](C)(C)C.[Li+] (lithium bis(trimethylsilyl)amide). Solvent: O1CCCC1 (tetrahydro furan), O1CCCC1 (tetrahydrofuran). Conditions: temperature -78 celsius, time 30 minute. Yields the product C(C)OC(C(CC=C(C)C)(C)C(CCC#N)=O)=O (2-(3-cyano-propionyl)-2,5-dimethyl-hex-4-enoic acid ethyl ester). Isolated yield 71.0%. RXN SMILES: [CH2:1]([O:3][C:4](=[O:15])[C:5]([C:12](=[O:14])[CH3:13])([CH3:11])[CH2:6][CH:7]=[C:8]([CH3:10])[CH3:9])[CH3:2].C[Si]([N-][Si](C)(C)C)(C)C.[Li+].Br[CH2:27][C:28]#[N:29].[O-2].[Al+3].[O-2].[O-2].[Al+3]>O1CCCC1>[CH2:1]([O:3][C:4](=[O:15])[C:5]([C:12](=[O:14])[CH2:13][CH2:27][C:28]#[N:29])([CH3:11])[CH2:6][CH:7]=[C:8]([CH3:9])[CH3:10])[CH3:2] |f:1.2,4.5.6.7.8|. Procedure: A solution of 2-acetyl-2,5-dimethyl-hex-4-enoic acid ethyl ester (1.0 g, 4.71 mmol) in anhydrous tetrahydro furan (30 mL) was treated with a 1.0 M solution of lithium bis(trimethylsilyl)amide in tetrahydrofuran (5.2 mL, 5.18 mmol) at −78° C. The reaction mixture was stirred at −78° C. for 30 min and was then added via cannula to a solution of bromoacetonitrile (which was stirred for 30 min over basic aluminum oxide, filtered and used fresh in the reaction) in anhydrous tetrahydrofuran (5 mL) coo... Starting materials: BrC1=C(C(=O)O)C=C(C=C1)Br (2,5-dibromobenzoic acid), CN(C)C=O (DMF), NC1=CC=NN1CC (5-amino-1-ethylpyrazole), C(=O)([O-])[O-].[K+].[K+] (K2CO3). Reagents/catalysts: CC(=O)[O-].CC(=O)[O-].[Cu+2] (Cu(OAc)2). Run in O (water), C(C)(=O)O (acetic acid). Yields the product C(C)N1N=CC=C1NC=1C(C(=O)O)=CC(=CC1)Br (N-(1-ethylpyrazol-5-yl)-5-bromoanthranilic acid). The yield is 45.1%. Reaction SMILES: Br[C:2]1[CH:10]=[CH:9][C:8]([Br:11])=[CH:7][C:3]=1[C:4]([OH:6])=[O:5].CN(C=O)C.[NH2:17][C:18]1[N:22]([CH2:23][CH3:24])[N:21]=[CH:20][CH:19]=1.C([O-])([O-])=O.[K+].[K+]>CC([O-])=O.CC([O-])=O.[Cu+2].C(O)(=O)C.O>[CH2:23]([N:22]1[C:18]([NH:17][C:2]2[C:3](=[CH:7][C:8]([Br:11])=[CH:9][CH:10]=2)[C:4]([OH:6])=[O:5])=[CH:19][CH:20]=[N:21]1)[CH3:24] |f:3.4.5,6.7.8|. Reported procedure: A mixture of 2,5-dibromobenzoic acid (25 g, 0.09 mol), DMF (200 ml), 5-amino-1-ethylpyrazole (10 g, 0.09 mol), Cu(OAc)2 (1 g) and K2CO3 (12.3 g, 0.09 mol) was heated at reflux for about 2 days. The reaction mixture was poured into water, acidified with acetic acid and the precipitate which formed was collected by filtration to afford 12.6 g of N-(1-ethylpyrazol-5-yl)-5-bromoanthranilic acid. The reactants are [OH-].[Na+] (Sodium hydroxide), ClC=1C(=C(C=CC1)NC(=O)C1=CC(=CC=2NC(=NC21)NCC(CO)(C)C)NC(=O)C2=C(C=CC=C2)C(F)(F)F)C (N-(3-chloro-2-methylphenyl)-2-[(3-hydroxy-2,2-dimethylpropyl)amino]-6-({[2-(trifluoromethyl)phenyl]carbonyl}amino)-1H-benzimidazole-4-carboxamide), CI (methyl iodide). The solvent is C(C)(=O)OCC (ethyl acetate), CN(C)C=O (DMF). Run at time 30 minute. The product is ClC=1C(=C(C=CC1)NC(=O)C1=CC(=CC=2N(C(=NC21)NCC(CO)(C)C)C)NC(=O)C2=C(C=CC=C2)C(F)(F)F)C (N-(3-chloro-2-methylphenyl)-2-[(3-hydroxy-2,2-dimethylpropyl)amino]-1-methyl-6-({[2-(trifluoromethyl)phenyl]carbonyl}amino)-1H-benzimidazole-4-carboxamide). RXN SMILES: [OH-].[Na+].[Cl:3][C:4]1[C:5]([CH3:42])=[C:6]([NH:10][C:11]([C:13]2[C:21]3[N:20]=[C:19]([NH:22][CH2:23][C:24]([CH3:28])([CH3:27])[CH2:25][OH:26])[NH:18][C:17]=3[CH:16]=[C:15]([NH:29][C:30]([C:32]3[CH:37]=[CH:36][CH:35]=[CH:34][C:33]=3[C:38]([F:41])([F:40])[F:39])=[O:31])[CH:14]=2)=[O:12])[CH:7]=[CH:8][CH:9]=1.[CH3:43]I>CN(C=O)C.C(OCC)(=O)C>[Cl:3][C:4]1[C:5]([CH3:42])=[C:6]([NH:10][C:11]([C:13]2[C:21]3[N:20]=[C:19]([NH:22][CH2:23][C:24]([CH3:28])([CH3:27])[CH2:25][OH:26])[N:18]([CH3:43])[C:17]=3[CH:16]=[C:15]([NH:29][C:30]([C:32]3[CH:37]=[CH:36][CH:35]=[CH:34][C:33]=3[C:38]([F:39])([F:40])[F:41])=[O:31])[CH:14]=2)=[O:12])[CH:7]=[CH:8][CH:9]=1 |f:0.1|. Procedure details: Sodium hydroxide powder (6.2 mg) was added to a solution of N-(3-chloro-2-methylphenyl)-2-[(3-hydroxy-2,2-dimethylpropyl)amino]-6-({[2-(trifluoromethyl)phenyl]carbonyl}amino)-1H-benzimidazole-4-carboxamide (80 mg) in DMF (2 mL), the solution was stirred at room temperature for 30 minutes, methyl iodide (8.7 μL) was added, and it was stirred for 17 hours. The reaction mixture was diluted with ethyl acetate, washed with brine, and concentrated under reduced pressure. The residue was purified on co... Reactants: C1CCNCC1, CC(=O)O, CCOC(C)=O, CC(=O)C(F)(F)F, C1CCOC1, O=Cc1ccc(O)cc1. Yields the product O=C(C=Cc1ccc(O)cc1)C(F)(F)F. RXN SMILES: [CH2:14]1[CH2:15][CH2:16][NH:17][CH2:18][CH2:19]1.[CH3:10][C:11](=[O:12])[OH:13].[CH3:32][CH2:33][O:34][C:35](=[O:36])[CH3:37].[F:20][C:21]([C:22](=[O:23])[CH3:24])([F:25])[F:26].[O:27]1[CH2:28][CH2:29][CH2:30][CH2:31]1.[OH:1][c:2]1[cH:3][cH:4][c:5]([CH:6]=[O:7])[cH:8][cH:9]1>>[OH:1][c:2]1[cH:3][cH:4][c:5]([CH:6]=[CH:24][C:22]([C:21]([F:20])([F:25])[F:26])=[O:23])[cH:8][cH:9]1. Reactants: C(C)OC(=O)C1=C(C2=C(C(=N1)Br)N=C(S2)C(C)(C)C)O (4-bromo-2-tert-butyl-7-hydroxy-thiazolo[4,5-c]pyridine-6-carboxylic acid ethyl ester), C(=CC1=CC=CC=C1)B(O)O (styreneboronic acid), C([O-])([O-])=O.[Cs+].[Cs+] (cesium carbonate). Reagents/catalysts: C=1C=CC(=CC1)[P](C=2C=CC=CC2)(C=3C=CC=CC3)[Pd]([P](C=4C=CC=CC4)(C=5C=CC=CC5)C=6C=CC=CC6)([P](C=7C=CC=CC7)(C=8C=CC=CC8)C=9C=CC=CC9)[P](C=1C=CC=CC1)(C=1C=CC=CC1)C=1C=CC=CC1 (tetrakis(triphenylphosphine)palladium(0)). The solvent is O1CCOCC1 (1,4 dioxane), C(C)(=O)OCC (ethyl acetate). Yields the product C(C)OC(=O)C1=C(C2=C(C(=N1)C=CC1=CC=CC=C1)N=C(S2)C(C)(C)C)O (2-tert-butyl-7-hydroxy-4-styryl-thiazolo[4,5-c]pyridine-6-carboxylic acid ethyl ester). As a reaction SMILES: [CH2:1]([O:3][C:4]([C:6]1[N:11]=[C:10](Br)[C:9]2[N:13]=[C:14]([C:16]([CH3:19])([CH3:18])[CH3:17])[S:15][C:8]=2[C:7]=1[OH:20])=[O:5])[CH3:2].[CH:21](B(O)O)=[CH:22][C:23]1[CH:28]=[CH:27][CH:26]=[CH:25][CH:24]=1.C(=O)([O-])[O-].[Cs+].[Cs+]>O1CCOCC1.C(OCC)(=O)C.C1C=CC([P]([Pd]([P](C2C=CC=CC=2)(C2C=CC=CC=2)C2C=CC=CC=2)([P](C2C=CC=CC=2)(C2C=CC=CC=2)C2C=CC=CC=2)[P](C2C=CC=CC=2)(C2C=CC=CC=2)C2C=CC=CC=2)(C2C=CC=CC=2)C2C=CC=CC=2)=CC=1>[CH2:1]([O:3][C:4]([C:6]1[N:11]=[C:10]([CH:21]=[CH:22][C:23]2[CH:28]=[CH:27][CH:26]=[CH:25][CH:24]=2)[C:9]2[N:13]=[C:14]([C:16]([CH3:19])([CH3:18])[CH3:17])[S:15][C:8]=2[C:7]=1[OH:20])=[O:5])[CH3:2] |f:2.3.4,^1:53,55,74,93|. Procedure details: Under a nitrogen atmosphere 4-bromo-2-tert-butyl-7-hydroxy-thiazolo[4,5-c]pyridine-6-carboxylic acid ethyl ester (300 mg, 0.835 mmol), styreneboronic acid (185 mg, 1.25 mmol), cesium carbonate (675 mg, 2.08 mmol), and tetrakis(triphenylphosphine)palladium(0)(143 mg, 0.12 mmol) were suspended in 4 mL of anhydrous 1,4 dioxane. The reaction was heated at reflux temperature for 18 h, then cooled to room temperature and diluted with ethyl acetate. The organic mixture was successively washed with wate...